This data is from the Open Reaction Database (ORD), a public repository of structured organic reaction records. The task is: describe an organic reaction: reactants, conditions, products, and yield The reactants are O.[OH-].[Li+] (lithium hydroxide monohydrate), COC(=O)C1=CN(C=C1)C1=NC=CC2=CC=CC=C12 (3-methoxycarbonyl-1-(isoquinol-1-yl)-1H-pyrrole). Solvent: O (water), O (water), O1CCCC1 (tetrahydrofuran). Product: C(=O)(O)C1=CN(C=C1)C1=NC=CC2=CC=CC=C12 (3-carboxy-1-(isoquinol-1-yl)-1H-pyrrole). Yield: 107.7%. Reaction SMILES: O.[OH-].[Li+].C[O:5][C:6]([C:8]1[CH:12]=[CH:11][N:10]([C:13]2[C:22]3[C:17](=[CH:18][CH:19]=[CH:20][CH:21]=3)[CH:16]=[CH:15][N:14]=2)[CH:9]=1)=[O:7]>O1CCCC1.O>[C:6]([C:8]1[CH:12]=[CH:11][N:10]([C:13]2[C:22]3[C:17](=[CH:18][CH:19]=[CH:20][CH:21]=3)[CH:16]=[CH:15][N:14]=2)[CH:9]=1)([OH:7])=[O:5] |f:0.1.2|. Procedure details: 0.237 g (5.65 mmol) of lithium hydroxide monohydrate is added at 20° C. to 0.57 g (2.26 mmol) of 3-methoxycarbonyl-1-(isoquinol-1-yl)-1H-pyrrole dissolved in 15 mL of tetrahydrofuran and 15 mL of water. After stirring at reflux for 2 hours, the reaction mixture is concentrated to dryness under reduced pressure (2.7 kPa) to give a residue which is taken up in 5 mL of water and then triturated with 5.65 mL of N hydrochloric acid for 1 hour. The aqueous phase is filtered and the solid residue is wa... Starting materials: C(C1=CC=CC=C1)[C@](CC=O)(C(=O)N1C(O[C@H]2[C@@H]1C=1C=CC=CC1C2)(C)C)O ((S)-3-Benzyl-4-((3aS,8aR)-2,2-dimethyl-8,8a-dihydro-3aH-indeno[1,2-d]oxazol-3-yl)-3-hydroxy-4-oxo-butyraldehyde), COC(=O)N[C@@H](C(C)(C)C)C(=O)NN ([N-(methoxycarbony)-L-tert-leucinyl]hydrazine), [BH-](OC(=O)C)(OC(=O)C)OC(=O)C.[Na+] (Na(OAc)3BH). The solvent is C1CCOC1 (THF). Run at time 8 hour. Product: COC(N[C@@H](C(C)(C)C)C(=O)NNCC[C@@](C(=O)N1C(O[C@H]2[C@@H]1C=1C=CC=CC1C2)(C)C)(O)CC2=CC=CC=C2)=O (((S)-1-{N′-[(S)-3-Benzyl-4-((3aS,8aR)-2,2-dimethyl-8,8a-dihydro-3 aH-indeno[1,2-d]oxazol-3-yl)-3-hydroxy-4-oxo-butyl]-hydrazinocarbonyl}-2,2-dimethyl-propyl)-carbamic acid methyl ester). As a reaction SMILES: [CH2:1]([C@@:8]([OH:28])([C:12]([N:14]1[C@H:18]2[C:19]3[CH:20]=[CH:21][CH:22]=[CH:23][C:24]=3[CH2:25][C@H:17]2[O:16][C:15]1([CH3:27])[CH3:26])=[O:13])[CH2:9][CH:10]=O)[C:2]1[CH:7]=[CH:6][CH:5]=[CH:4][CH:3]=1.[CH3:29][O:30][C:31]([NH:33][C@H:34]([C:39]([NH:41][NH2:42])=[O:40])[C:35]([CH3:38])([CH3:37])[CH3:36])=[O:32].[BH-](OC(C)=O)(OC(C)=O)OC(C)=O.[Na+]>C1COCC1>[CH3:29][O:30][C:31](=[O:32])[NH:33][C@H:34]([C:39]([NH:41][NH:42][CH2:10][CH2:9][C@:8]([CH2:1][C:2]1[CH:3]=[CH:4][CH:5]=[CH:6][CH:7]=1)([OH:28])[C:12]([N:14]1[C@H:18]2[C:19]3[CH:20]=[CH:21][CH:22]=[CH:23][C:24]=3[CH2:25][C@H:17]2[O:16][C:15]1([CH3:27])[CH3:26])=[O:13])=[O:40])[C:35]([CH3:38])([CH3:37])[CH3:36] |f:2.3|. Procedure: (S)-3-Benzyl-4-((3aS,8aR)-2,2-dimethyl-8,8a-dihydro-3 aH-indeno[1,2-d]oxazol-3-yl)-3-hydroxy-4-oxo-butyraldehyde (21h) (0.082 g, 0.21 mmol) and [N-(methoxycarbony)-L-tert-leucinyl]hydrazine (0.048 g, 0.23 mmol, prepared as reported JMC, 41, 3387, 1998) in dry THF (10 mL) was stirred for 3 h and [the LCMS (ESI+) shows 565 (M+)], then Na(OAc)3BH (0.137 g, 0.64 mmol) was added and stirred overnight. The reaction mixture was quenched with water and evaporated. The residue was dissolved in dichlorome... Starting materials: C(C)(=O)N1CCN(CC1)C1=C(C=C2C(C(=C3N(C2=C1)C(S3)C)C(=O)OCC)=O)Cl (ethyl 7-(4-acetyl-1-piperazinyl)-6-chloro-1-methyl-4-oxo-4H-(1,3)thiazeto(3,2-a)quinoline-3-carboxylate), Cl (hydrochloric acid), O.N (ammonia water). Solvent: C(C)O (ethanol). Run at temperature 50 celsius, time 2 hour. The product is ClC=1C=C2C(C(=C3N(C2=CC1N1CCNCC1)C(S3)C)C(=O)O)=O (6-Chloro-1-methyl-7-(1-piperazinyl)-4-oxo-4H-(1,3)thiazeto(3,2-a)quinoline-3-carboxylic acid). As a reaction SMILES: C([N:4]1[CH2:9][CH2:8][N:7]([C:10]2[CH:19]=[C:18]3[C:13]([C:14](=[O:28])[C:15]([C:23]([O:25]CC)=[O:24])=[C:16]4[S:21][CH:20]([CH3:22])[N:17]43)=[CH:12][C:11]=2[Cl:29])[CH2:6][CH2:5]1)(=O)C.Cl.O.N>C(O)C>[Cl:29][C:11]1[CH:12]=[C:13]2[C:18](=[CH:19][C:10]=1[N:7]1[CH2:8][CH2:9][NH:4][CH2:5][CH2:6]1)[N:17]1[CH:20]([CH3:22])[S:21][C:16]1=[C:15]([C:23]([OH:25])=[O:24])[C:14]2=[O:28] |f:2.3|. Procedure details: A mixture of 610 mg of ethyl 7-(4-acetyl-1-piperazinyl)-6-chloro-1-methyl-4-oxo-4H-(1,3)thiazeto(3,2-a)quinoline-3-carboxylate, 12 ml of 5% hydrochloric acid and 3 ml of ethanol was heated with stirring on an oil bath of 100°-110° C. for 2 hours. After cooling to about 50° C., this was neutralized with 5% ammonia water. Crystals separated out were collected by filtration, washed with water, dried and recrystallized from N,N-dimethylformamide to give pale yellow crystals, m.p. not lower than 300°...